Dataset: the Open Reaction Database (ORD), a public repository of structured organic reaction records. Task: describe an organic reaction: reactants, conditions, products, and yield Reagents/catalysts: [Cl-].C(C1=CC=CC=C1)[N+](CC)(CC)CC (benzyltriethylammonium chloride). Reaction conditions: time 8 hour. The reactants are ClC=1C=C(C=CC1F)CC#N (3-chloro-4-fluoro-phenylacetonitrile), BrCCBr (1,2-dibromoethane), [OH-].[Na+] (sodium hydroxide). The product is ClC=1C=C(C=CC1F)C1(CC1)C#N (1-(3-chloro-4-fluorophenyl)-cyclopropanecarbonitrile). As a reaction SMILES: [Cl:1][C:2]1[CH:3]=[C:4]([CH2:9][C:10]#[N:11])[CH:5]=[CH:6][C:7]=1[F:8].Br[CH2:13][CH2:14]Br.[OH-].[Na+]>[Cl-].C([N+](CC)(CC)CC)C1C=CC=CC=1.O>[Cl:1][C:2]1[CH:3]=[C:4]([C:9]2([C:10]#[N:11])[CH2:14][CH2:13]2)[CH:5]=[CH:6][C:7]=1[F:8] |f:2.3,4.5|. Reported procedure: To a mixture of 3-chloro-4-fluoro-phenylacetonitrile (8.48 g), 1,2-dibromoethane (13 ml) and benzyltriethylammonium chloride (0.46 g) was added sodium hydroxide solution (50% in water, 20 ml) at room temperature. The mixture was vigorously stirred overnight. Water was added and the aqueous phase was extracted twice with diethyl ether. The combined organic layers were washed with water and brine, dried over MgSO4 and concentrated. The residue was purified by column chromatography (SiO2; heptane/E... The solvent is O (Water). The reactants are CN1CCNCC1, O=C(O)c1cc2c(N3CCOCC3)nc(-c3cccc4[nH]ncc34)nc2s1. The product is CN1CCN(C(=O)c2cc3c(N4CCOCC4)nc(-c4cccc5[nH]ncc45)nc3s2)CC1. Reaction SMILES: [CH3:28][N:29]1[CH2:30][CH2:31][NH:32][CH2:33][CH2:34]1.[nH:1]1[n:2][cH:3][c:4]2[c:5](-[c:10]3[n:11][c:12]([N:22]4[CH2:23][CH2:24][O:25][CH2:26][CH2:27]4)[c:13]4[c:14]([n:15]3)[s:16][c:17]([C:19](=[O:20])[OH:21])[cH:18]4)[cH:6][cH:7][cH:8][c:9]12>>[nH:1]1[n:2][cH:3][c:4]2[c:5](-[c:10]3[n:11][c:12]([N:22]4[CH2:23][CH2:24][O:25][CH2:26][CH2:27]4)[c:13]4[c:14]([n:15]3)[s:16][c:17]([C:19](=[O:21])[N:32]3[CH2:31][CH2:30][N:29]([CH3:28])[CH2:34][CH2:33]3)[cH:18]4)[cH:6][cH:7][cH:8][c:9]12. Reaction SMILES: [AlH4-:2].[CH2:18]1[O:19][CH2:20][CH2:21][CH2:22]1.[Li+:1].[NH2:3][CH:4]1[CH:5]([C:13](=[O:14])[N:15]([CH3:16])[CH3:17])[CH2:6][c:7]2[cH:8][cH:9][cH:10][cH:11][c:12]21>>[NH2:3][CH:4]1[CH:5]([CH2:13][N:15]([CH3:16])[CH3:17])[CH2:6][c:7]2[cH:8][cH:9][cH:10][cH:11][c:12]21. Reactants: [AlH4-], C1CCOC1, [Li+], CN(C)C(=O)C1Cc2ccccc2C1N. The product is CN(C)CC1Cc2ccccc2C1N. Reactants: Cl, CC(C)(C)OC(=O)N1CCC(Nc2nc3ccccc3n2CCOC(F)(F)F)CC1, C1COCCO1. Reaction SMILES: [ClH:31].[F:1][C:2]([O:3][CH2:4][CH2:5][n:6]1[c:7]([NH:15][CH:16]2[CH2:17][CH2:18][N:19]([C:22]([O:23][C:24]([CH3:25])([CH3:26])[CH3:27])=[O:28])[CH2:20][CH2:21]2)[n:8][c:9]2[c:10]1[cH:11][cH:12][cH:13][cH:14]2)([F:29])[F:30].[O:32]1[CH2:33][CH2:34][O:35][CH2:36][CH2:37]1>>[ClH:31].[F:1][C:2]([O:3][CH2:4][CH2:5][n:6]1[c:7]([NH:15][CH:16]2[CH2:17][CH2:18][NH:19][CH2:20][CH2:21]2)[n:8][c:9]2[c:10]1[cH:11][cH:12][cH:13][cH:14]2)([F:29])[F:30]. The product is Cl, FC(F)(F)OCCn1c(NC2CCNCC2)nc2ccccc21. The reactants are CS(=O)(=O)Cl, CCN(C(C)C)C(C)C, ClCCl, Cc1ccc(Nc2ncnc3c2CCNC3)cc1-c1cc2ccccc2cn1. Product: Cc1ccc(Nc2ncnc3c2CCN(S(C)(=O)=O)C3)cc1-c1cc2ccccc2cn1. Reaction SMILES: [CH3:38][S:39](=[O:40])(=[O:41])[Cl:42].[CH:29]([N:30]([CH2:31][CH3:32])[CH:33]([CH3:34])[CH3:35])([CH3:36])[CH3:37].[Cl:43][CH2:44][Cl:45].[cH:1]1[n:2][c:3](-[c:11]2[cH:12][c:13]([NH:18][c:19]3[c:20]4[c:21]([n:22][cH:23][n:24]3)[CH2:25][NH:26][CH2:27][CH2:28]4)[cH:14][cH:15][c:16]2[CH3:17])[cH:4][c:5]2[cH:6][cH:7][cH:8][cH:9][c:10]12>>[cH:1]1[n:2][c:3](-[c:11]2[cH:12][c:13]([NH:18][c:19]3[c:20]4[c:21]([n:22][cH:23][n:24]3)[CH2:25][N:26]([S:39]([CH3:38])(=[O:40])=[O:41])[CH2:27][CH2:28]4)[cH:14][cH:15][c:16]2[CH3:17])[cH:4][c:5]2[cH:6][cH:7][cH:8][cH:9][c:10]12. The reactants are COC(CNC1=C(C=CC=C1C)C)=O (2,6-dimethylanilinoacetic acid methyl ester), N (ammonia). The solvent is CO (methanol). Reaction conditions: time 8 hour. Product: CC1=C(NCC(=O)N)C(=CC=C1)C (2,6-dimethylanilino acetic acid amide). RXN SMILES: C[O:2][C:3](=O)[CH2:4][NH:5][C:6]1[C:11]([CH3:12])=[CH:10][CH:9]=[CH:8][C:7]=1[CH3:13].[NH3:15]>CO>[CH3:13][C:7]1[CH:8]=[CH:9][CH:10]=[C:11]([CH3:12])[C:6]=1[NH:5][CH2:4][C:3]([NH2:15])=[O:2]. Procedure details: 22.3 g of 2,6-dimethylanilinoacetic acid methyl ester are dissolved in 150 ml of absolute methanol and dry ammonia is passed in with stirring until the solution is saturated. In the course thereof the temperature rises to 37° C. The reaction mixture is left to stand overnight. It is then concentrated in vacuo to leave as residue a yellow oil which crystallises on scratching. Recrystallisation from toluene yields 15.3 g of 2,6-dimethylanilino acetic acid amide which melts at 89°-92° C. Yields the product C12C3C(CC(C3C(CC1)CC2)=O)=O (Tricyclo [5,2,2,02,6 ] undecane-3,5-dione). Reaction SMILES: [CH:1]12[CH2:11][CH2:10][CH:7]([CH:8]=[CH:9]1)[CH:6]1[CH:2]2[C:3](=[O:13])[CH2:4][C:5]1=[O:12].C>>[CH:7]12[CH2:8][CH2:9][CH:1]([CH2:11][CH2:10]1)[CH:2]1[CH:6]2[C:5](=[O:12])[CH2:4][C:3]1=[O:13]. Reported procedure: Reduction of tricyclo [5,2,2,02,6 ] undec-8-ene-3,5-dione over 10% palladinised charcoal as described in example 2a gave the title compound; m.p. (MeOH) 254°- 5° C. Reactants: C12C3C(CC(C3C(C=C1)CC2)=O)=O (tricyclo [5,2,2,02,6 ] undec-8-ene-3,5-dione), C (charcoal). The reactants are CC(C)([O-])C.[Na+] (Sodium tert-butoxide), C(C)(=O)C1=C(C(=C(C=C1)OC)C)NC(=O)C=1SC=C(N1)C(C)C (1-acetyl-2-[(4-isopropyl-thiazol-2-yl)-carbonylamino]-3-methyl-4-methoxy-benzene). Solvent: C(C)(=O)OCC (ethyl acetate), C(C)(C)(C)O (tert-butanol). Reaction conditions: temperature 90 celsius, time 4 hour. Product: C(C)(C)C=1N=C(SC1)C1=NC2=C(C(=CC=C2C(=C1)O)OC)C (2-(4-isopropylthiazol-2-yl)-4-hydroxy-7-methoxy-8-methyl-quinoline). The yield is 108.3%. RXN SMILES: CC(C)([O-])C.[Na+].[C:7]([C:10]1[CH:15]=[CH:14][C:13]([O:16][CH3:17])=[C:12]([CH3:18])[C:11]=1[NH:19][C:20]([C:22]1[S:23][CH:24]=[C:25]([CH:27]([CH3:29])[CH3:28])[N:26]=1)=O)(=[O:9])[CH3:8]>C(O)(C)(C)C.C(OCC)(=O)C>[CH:27]([C:25]1[N:26]=[C:22]([C:20]2[CH:8]=[C:7]([OH:9])[C:10]3[C:11](=[C:12]([CH3:18])[C:13]([O:16][CH3:17])=[CH:14][CH:15]=3)[N:19]=2)[S:23][CH:24]=1)([CH3:29])[CH3:28] |f:0.1|. Reported procedure: Sodium tert-butoxide (3.20 g, 28.6 mmol., 2.1 eq.) was added portion wise, at ambient temperature, to a solution of 1-acetyl-2-[(4-isopropyl-thiazol-2-yl)-carbonylamino]-3-methyl-4-methoxy-benzene (4.52 g, 13.6 mmol., 1.0 eq.) in dry tert-butanol (45 mL). The reaction mixture was stirred at 90° C. for 4 hours. LCMS analysis showed the reaction to be complete. The reaction mixture was left to cool to ambient temperature and then diluted with ethyl acetate (100 mL). The organic layer was washed wi... Starting materials: Cc1ccc(O)cc1, CC(C)(C)[O-], COc1ccc(CNc2nc(Cl)nc3c2ncn3C(C)C)cc1, [K+], O=C(C=Cc1ccccc1)C=Cc1ccccc1, O=C(C=Cc1ccccc1)C=Cc1ccccc1, O=C(C=Cc1ccccc1)C=Cc1ccccc1, [Pd], [Pd]. The product is COc1ccc(CNc2nc(Oc3ccc(C)cc3)nc3c2ncn3C(C)C)cc1. As a reaction SMILES: [CH3:24][c:25]1[cH:26][cH:27][c:28]([OH:29])[cH:30][cH:31]1.[CH3:32][C:33]([CH3:34])([O-:35])[CH3:36].[Cl:1][c:2]1[n:3][c:4]([NH:14][CH2:15][c:16]2[cH:17][cH:18][c:19]([O:22][CH3:23])[cH:20][cH:21]2)[c:5]2[n:6][cH:7][n:8]([CH:11]([CH3:12])[CH3:13])[c:9]2[n:10]1.[K+:37].[O:40]=[C:41]([CH:42]=[CH:43][c:44]1[cH:45][cH:46][cH:47][cH:48][cH:49]1)[CH:50]=[CH:51][c:52]1[cH:53][cH:54][cH:55][cH:56][cH:57]1.[O:58]=[C:59]([CH:60]=[CH:61][c:62]1[cH:63][cH:64][cH:65][cH:66][cH:67]1)[CH:68]=[CH:69][c:70]1[cH:71][cH:72][cH:73][cH:74][cH:75]1.[O:76]=[C:77]([CH:78]=[CH:79][c:80]1[cH:81][cH:82][cH:83][cH:84][cH:85]1)[CH:86]=[CH:87][c:88]1[cH:89][cH:90][cH:91][cH:92][cH:93]1.[Pd:38].[Pd:39]>>[c:2]1([O:29][c:28]2[cH:27][cH:26][c:25]([CH3:24])[cH:31][cH:30]2)[n:3][c:4]([NH:14][CH2:15][c:16]2[cH:17][cH:18][c:19]([O:22][CH3:23])[cH:20][cH:21]2)[c:5]2[n:6][cH:7][n:8]([CH:11]([CH3:12])[CH3:13])[c:9]2[n:10]1. The reactants are O=C([O-])[O-], COC=C(C(=O)OC)c1ccccc1CBr, CC(C)Oc1nc(O)cc(C(F)(F)F)n1, [K+], [K+], CN(C)C=O. The product is COC=C(C(=O)OC)c1ccccc1COc1cc(C(F)(F)F)nc(OC(C)C)n1. As a reaction SMILES: [C:17](=[O:18])([O-:19])[O-:20].[CH3:1][O:2][CH:3]=[C:4]([C:5](=[O:6])[O:7][CH3:8])[c:9]1[c:10]([CH2:15][Br:16])[cH:11][cH:12][cH:13][cH:14]1.[CH:23]([CH3:24])([CH3:25])[O:26][c:27]1[n:28][c:29]([C:34]([F:35])([F:36])[F:37])[cH:30][c:31]([OH:33])[n:32]1.[K+:21].[K+:22].[O:38]=[CH:39][N:40]([CH3:41])[CH3:42]>>[CH3:1][O:2][CH:3]=[C:4]([C:5](=[O:6])[O:7][CH3:8])[c:9]1[c:10]([CH2:15][O:33][c:31]2[cH:30][c:29]([C:34]([F:35])([F:36])[F:37])[n:28][c:27]([O:26][CH:23]([CH3:24])[CH3:25])[n:32]2)[cH:11][cH:12][cH:13][cH:14]1.